This data is from the Open Reaction Database (ORD), a public repository of structured organic reaction records. The task is: describe an organic reaction: reactants, conditions, products, and yield Reactants: COc1cc(-c2oc3ccccc3c(=O)c2C(=O)O)cc(OC)c1OC, CN(C)c1ccncc1, ClCCl, CS(=O)(=O)Cl, c1ccc(N2CCNCC2)nc1. The product is COc1cc(-c2oc3ccccc3c(=O)c2C(=O)N2CCN(c3ccccn3)CC2)cc(OC)c1OC. RXN SMILES: [CH3:1][O:2][c:3]1[cH:4][c:5](-[c:6]2[o:7][c:8]3[cH:9][cH:10][cH:11][cH:12][c:13]3[c:14](=[O:19])[c:15]2[C:16](=[O:17])[OH:18])[cH:20][c:21]([O:25][CH3:26])[c:22]1[O:23][CH3:24].[CH3:44][N:45]([CH3:46])[c:47]1[cH:48][cH:49][n:50][cH:51][cH:52]1.[Cl:53][CH2:54][Cl:55].[S:27]([Cl:28])([CH3:29])(=[O:30])=[O:31].[n:32]1[c:33]([N:38]2[CH2:39][CH2:40][NH:41][CH2:42][CH2:43]2)[cH:34][cH:35][cH:36][cH:37]1>>[CH3:1][O:2][c:3]1[cH:4][c:5](-[c:6]2[o:7][c:8]3[cH:9][cH:10][cH:11][cH:12][c:13]3[c:14](=[O:19])[c:15]2[C:16](=[O:18])[N:41]2[CH2:40][CH2:39][N:38]([c:33]3[n:32][cH:37][cH:36][cH:35][cH:34]3)[CH2:43][CH2:42]2)[cH:20][c:21]([O:25][CH3:26])[c:22]1[O:23][CH3:24]. Reactants: C1(CCCCC1)C(C=1OC2=C(C1COCCOC)C=C(C=C2)F)NC2=CC=C(C=C2)C(=O)NCCC(=O)OCC (ethyl 3-[({4-[(cyclohexyl{5-fluoro-3-[(2-methoxyethoxy)methyl]-1-benzofuran-2-yl}methyl)amino]phenyl}carbonyl)amino]propanoate), O1CCCC1 (tetrahydrofuran), [OH-].[Na+] (sodium hydroxide). Run in C(C)O (ethanol). Reaction conditions: time 3 hour. Product: C1(CCCCC1)C(C=1OC2=C(C1COCCOC)C=C(C=C2)F)NC2=CC=C(C=C2)C(=O)NCCC(=O)O (3-[({4-[(cyclohexyl{5-fluoro-3-[(2-methoxyethoxy)methyl]-1-benzofuran-2-yl}methyl)amino]phenyl}carbonyl)amino]propanoic acid). Isolated yield 33.9%. Reaction SMILES: [CH:1]1([CH:7]([NH:24][C:25]2[CH:30]=[CH:29][C:28]([C:31]([NH:33][CH2:34][CH2:35][C:36]([O:38]CC)=[O:37])=[O:32])=[CH:27][CH:26]=2)[C:8]2[O:9][C:10]3[CH:22]=[CH:21][C:20]([F:23])=[CH:19][C:11]=3[C:12]=2[CH2:13][O:14][CH2:15][CH2:16][O:17][CH3:18])[CH2:6][CH2:5][CH2:4][CH2:3][CH2:2]1.O1CCCC1.[OH-].[Na+]>C(O)C>[CH:1]1([CH:7]([NH:24][C:25]2[CH:26]=[CH:27][C:28]([C:31]([NH:33][CH2:34][CH2:35][C:36]([OH:38])=[O:37])=[O:32])=[CH:29][CH:30]=2)[C:8]2[O:9][C:10]3[CH:22]=[CH:21][C:20]([F:23])=[CH:19][C:11]=3[C:12]=2[CH2:13][O:14][CH2:15][CH2:16][O:17][CH3:18])[CH2:2][CH2:3][CH2:4][CH2:5][CH2:6]1 |f:2.3|. Procedure: To a mixture of ethyl 3-[({4-[(cyclohexyl{5-fluoro-3-[(2-methoxyethoxy)methyl]-1-benzofuran-2-yl}methyl)amino]phenyl}carbonyl)amino]propanoate (216 mg) synthesized above, tetrahydrofuran (5 mL) and ethanol (5 mL) was added 1N aqueous sodium hydroxide solution (1.00 mL), and the mixture was stirred at room temperature for 3 hr, and concentrated under reduced pressure. The residue was dissolved in water (10 mL), and 1N hydrochloric acid (1.00 mL) was added at 0° C. The resulting precipitate was co... Product: C(\C=C/C(=O)O)(=O)OC1=CC(=C(C(=C1)C(C)(C)C)O)C(C)(C)C (3,5-di tert.butyl-4-hydroxyphenyl hydrogen maleate). As a reaction SMILES: [C:1]([C:5]1[CH:11]=[C:10]([OH:12])[CH:9]=[C:8]([C:13]([CH3:16])([CH3:15])[CH3:14])[C:6]=1[OH:7])([CH3:4])([CH3:3])[CH3:2].FC(F)(F)C(O)=O.[C:24]1(=[O:30])[O:29][C:27](=[O:28])[CH:26]=[CH:25]1>O>[C:24]([O:12][C:10]1[CH:11]=[C:5]([C:1]([CH3:4])([CH3:3])[CH3:2])[C:6]([OH:7])=[C:8]([C:13]([CH3:16])([CH3:15])[CH3:14])[CH:9]=1)(=[O:30])/[CH:25]=[CH:26]\[C:27]([OH:29])=[O:28]. Starting materials: C(C)(C)(C)C1=C(O)C(=CC(=C1)O)C(C)(C)C (2,6-di tert.butyl hydroquinone), FC(C(=O)O)(F)F (trifluoroacetic acid), C1(\C=C/C(=O)O1)=O (maleic anhydride). Run in O (water). Reported procedure: 3,5-di tert.butyl-4-hydroxyphenyl hydrogen maleate was prepared by stirring a mixture of 15.5 grams of 2,6-di tert.butyl hydroquinone, 10 grams of trifluoroacetic acid and 8.6 grams maleic anhydride for 12 hours at 35° C. to 40° C. Addition of 100 milliliters of water resulted in the precipitation of a light brown paste which crystallized when mixed with petroleum ether. The solid was filtered off and washed twice with petroleum ether yielding 10.5 grams of product melting at 120° C. to 125° C. Reactants: C=C(NC(C)=O)C(=O)OC, CO, O. Yields the product COC(=O)C(C)NC(C)=O. RXN SMILES: [C:1]([CH3:2])(=[O:3])[NH:4][C:5]([C:6](=[O:7])[O:8][CH3:9])=[CH2:10].[CH3:12][OH:13].[O:11]>>[C:1]([CH3:2])(=[O:3])[NH:4][CH:5]([C:6](=[O:7])[O:8][CH3:9])[CH3:10].